From a dataset of the Open Reaction Database (ORD), a public repository of structured organic reaction records. describe an organic reaction: reactants, conditions, products, and yield Reactants: O=C([O-])[O-], CC(C)=O, CC(C)I, [K+], [K+], COc1cc(-c2ccc3nc(N)nc(N4CCNCC4C(=O)Nc4ccc(F)cc4)c3n2)ccc1O. Product: COc1cc(-c2ccc3nc(N)nc(N4CCNCC4C(=O)Nc4ccc(F)cc4)c3n2)ccc1OC(C)C. As a reaction SMILES: [C:37](=[O:38])([O-:39])[O-:40].[CH3:47][C:48](=[O:49])[CH3:50].[I:43][CH:44]([CH3:45])[CH3:46].[K+:41].[K+:42].[NH2:1][c:2]1[n:3][c:4]([N:21]2[CH:22]([C:27]([NH:28][c:29]3[cH:30][cH:31][c:32]([F:35])[cH:33][cH:34]3)=[O:36])[CH2:23][NH:24][CH2:25][CH2:26]2)[c:5]2[c:6]([n:7]1)[cH:8][cH:9][c:10](-[c:12]1[cH:13][c:14]([O:19][CH3:20])[c:15]([OH:18])[cH:16][cH:17]1)[n:11]2>>[NH2:1][c:2]1[n:3][c:4]([N:21]2[CH:22]([C:27]([NH:28][c:29]3[cH:30][cH:31][c:32]([F:35])[cH:33][cH:34]3)=[O:36])[CH2:23][NH:24][CH2:25][CH2:26]2)[c:5]2[c:6]([n:7]1)[cH:8][cH:9][c:10](-[c:12]1[cH:13][c:14]([O:19][CH3:20])[c:15]([O:18][CH:44]([CH3:45])[CH3:46])[cH:16][cH:17]1)[n:11]2. Reactants: OCCCCCCCCCCCOC1=CC=C(C=C1)CC(C)=O (1-[4-(11-hydroxyundecyloxy)phenyl]propan-2-one), OC(CN)C1=CC(=CC=C1)C(F)(F)F (2-hydroxy-2-(3-trifluoromethylphenyl)-ethanamine). The product is OCCCCCCCCCCCOC1=CC=C(C=C1)CC(C)NCC(C1=CC(=CC=C1)C(F)(F)F)O (N-[2-(4-(11-Hydroxyundecyloxy)phenyl)1-methylethyl]-2-hydroxy-2-(3-trifluoromethylphenyl)-ethanamine). Reaction SMILES: [OH:1][CH2:2][CH2:3][CH2:4][CH2:5][CH2:6][CH2:7][CH2:8][CH2:9][CH2:10][CH2:11][CH2:12][O:13][C:14]1[CH:19]=[CH:18][C:17]([CH2:20][C:21](=O)[CH3:22])=[CH:16][CH:15]=1.[OH:24][CH:25]([C:28]1[CH:33]=[CH:32][CH:31]=[C:30]([C:34]([F:37])([F:36])[F:35])[CH:29]=1)[CH2:26][NH2:27]>>[OH:1][CH2:2][CH2:3][CH2:4][CH2:5][CH2:6][CH2:7][CH2:8][CH2:9][CH2:10][CH2:11][CH2:12][O:13][C:14]1[CH:19]=[CH:18][C:17]([CH2:20][CH:21]([NH:27][CH2:26][CH:25]([OH:24])[C:28]2[CH:33]=[CH:32][CH:31]=[C:30]([C:34]([F:36])([F:37])[F:35])[CH:29]=2)[CH3:22])=[CH:16][CH:15]=1. Procedure details: The compound was prepared as in Example 4, from 1-[4-(11-hydroxyundecyloxy)phenyl]propan-2-one (7.3 g) and 2-hydroxy-2-(3-trifluoromethylphenyl)-ethanamine (4.7 g) and purified by chromatography on silica gel in 5% methanol dichloromethane, mp 45°-50° C. as a 50:50 mixture of diastereoisomers.